From a dataset of the Open Reaction Database (ORD), a public repository of structured organic reaction records. describe an organic reaction: reactants, conditions, products, and yield The reactants are COC(CC1(C(C=CCC1)=O)CC)=O (1-ethyl-2-oxocyclohex-3-eneacetic acid methyl ester), [H-].[Al+3].[Li+].[H-].[H-].[H-] (lithium aluminum hydride). The solvent is CCOCC (ether), CCOCC (ether). Product: C(C)C1(C(C=CCC1)O)CCO (1-Ethyl-2-hydroxy-3-cyclohexeneethanol). The yield is 103.0%. As a reaction SMILES: C[O:2][C:3](=O)[CH2:4][C:5]1([CH2:12][CH3:13])[CH2:10][CH2:9][CH:8]=[CH:7][C:6]1=[O:11].[H-].[Al+3].[Li+].[H-].[H-].[H-]>CCOCC>[CH2:12]([C:5]1([CH2:4][CH2:3][OH:2])[CH2:10][CH2:9][CH:8]=[CH:7][CH:6]1[OH:11])[CH3:13] |f:1.2.3.4.5.6|. Procedure details: A solution of 1-ethyl-2-oxocyclohex-3-eneacetic acid methyl ester (5.00 g, 25.48 mmol) in 10 mL of anhydrous ether was added dropwise under nitrogen to a 0° C. solution of lithium aluminum hydride (967 mg, 25.48 mmol) in 25 mL of anhydrous ether. The reaction was quenched by dropwise addition of 0.97 mL of water, 0.97 mL of 1M NaOH (aqueous) and 2.7 mL of water. The solution was filtered and the salts were boiled 3× in 25 mL of ethyl acetate and these washings were combined with the first filtra...